Dataset: the Open Reaction Database (ORD), a public repository of structured organic reaction records. Task: describe an organic reaction: reactants, conditions, products, and yield The reactants are C(=O)(O)C1=CC=C(C=CC(=O)NCC(=O)N(C)C=2C(=C(COC=3C=CC=C4C=CC(=NC34)C)C(=CC2)Cl)Cl)C=C1 (8-[3-[N-(4-carboxycinnamoylglycyl)-N-methylamino]-2,6-dichlorobenzyloxy]-2-methylquinoline), Cl.C(C)N (ethylamine hydrochloride), C(C)N=C=NCCCN(C)C (1-ethyl-3-(3-dimethylaminopropyl)carbodiimide), ON1N=NC2=C1C=CC=C2 (1-hydroxybenzotriazole). The solvent is O (water), CN(C=O)C (N,N-dimethylformamide). Run at time 6 hour. The product is CC1=NC2=CC=CC=C2C=C1 (2-methylquinoline). The yield is 367.6%. As a reaction SMILES: C(C1C=CC(C=CC(NCC(N(C2C(Cl)=C(C(Cl)=CC=2)CO[C:23]2[CH:24]=[CH:25][CH:26]=[C:27]3[C:32]=2[N:31]=[C:30]([CH3:33])[CH:29]=[CH:28]3)C)=O)=O)=CC=1)(O)=O.Cl.C(N)C.C(N=C=NCCCN(C)C)C.ON1C2C=CC=CC=2N=N1>O.CN(C)C=O>[CH3:33][C:30]1[CH:29]=[CH:28][C:27]2[C:32](=[CH:23][CH:24]=[CH:25][CH:26]=2)[N:31]=1 |f:1.2|. Procedure: To a mixture of 8-[3-[N-(4-carboxycinnamoylglycyl)-N-methylamino]-2,6-dichlorobenzyloxy]-2-methylquinoline (100 mg), ethylamine hydrochloride (16.9 mg) and N,N-dimethylformamide (2 ml) were added 1-ethyl-3-(3-dimethylaminopropyl)carbodiimide (32.2 mg) and 1-hydroxybenzotriazole (30.4 mg), and the mixture was stirred for 6 hours at ambient temperature. The mixture was poured into water and extracted with ethyl acetate. The organic layer was washed with water, saturated sodium bicarbonate solution...